From a dataset of the Open Reaction Database (ORD), a public repository of structured organic reaction records. describe an organic reaction: reactants, conditions, products, and yield The reactants are [N+](=O)([O-])C1=CC=C(C=CCO)C=C1 (4-nitrocinnamyl alcohol), O.NN (hydrazine monohydrate), O.NN (hydrazine monohydrate). Reagents/catalysts: [Ni] (Raney Nickel). Run in C1CCOC1.CO (THF methanol). Conditions: time 3 hour. Product: NC1=CC=C(C=CCO)C=C1 (4-aminocinnamyl Alcohol). The yield is 99.3%. RXN SMILES: [N+:1]([C:4]1[CH:13]=[CH:12][C:7]([CH:8]=[CH:9][CH2:10][OH:11])=[CH:6][CH:5]=1)([O-])=O.O.NN>C1COCC1.CO.[Ni]>[NH2:1][C:4]1[CH:5]=[CH:6][C:7]([CH:8]=[CH:9][CH2:10][OH:11])=[CH:12][CH:13]=1 |f:1.2,3.4|. Procedure details: To a solution of 1.5 g (8.37 mmol) of 4-nitrocinnamyl alcohol in THF/methanol (60 mL, 1:1 v/v) was added a catalytic amount of Raney Nickel and hydrazine monohydrate (1.22 mL, 25.1 mmol). The mixture was stirred at room temperature for 3 h, additional hydrazine monohydrate (1.22 mL) being added after 1.5 h. The reaction mixture was filtered over HFLO and concentrated under reduced pressure to 5 mL. Dichloromethane (100 mL) was added and the resultant solution was washed with water, dried over Na...